The task is: describe an organic reaction: reactants, conditions, products, and yield. This data is from the Open Reaction Database (ORD), a public repository of structured organic reaction records. The reactants are COC1=CN=C(S1)C#N (5-methoxythiazole-2-carbonitrile), C[O-].[Na+] (sodium methoxide), [Cl-].[NH4+] (ammonium chloride). Yields the product Cl.COC1=CN=C(S1)C(N)=N (5-methoxythiazole-2-carboximidamide hydrochloride). Yield: 50.1%. Reaction SMILES: [CH3:1][O:2][C:3]1[S:7][C:6]([C:8]#[N:9])=[N:5][CH:4]=1.C[O-].[Na+].[Cl-:13].[NH4+:14]>>[ClH:13].[CH3:1][O:2][C:3]1[S:7][C:6]([C:8](=[NH:14])[NH2:9])=[N:5][CH:4]=1 |f:1.2,3.4,5.6|. Procedure details: 5-methoxythiazole-2-carbonitrile (0.74 g, 5.26 mmol) was reacted with sodium methoxide (0.28 g, 5.26 mmol) and ammonium chloride (0.6 g, 11 mmol) according to the procedure as described in Example 61, Step B to give the title compound as a white solid (0.51 g, 50%). The compound was characterized by the following spectroscopic data: